Dataset: the Open Reaction Database (ORD), a public repository of structured organic reaction records. Task: describe an organic reaction: reactants, conditions, products, and yield The reactants are C=COC(=O)N1CC(=O)C2=C(C1)NC1=C(C2c2ccc(F)c(Br)c2)S(=O)(=O)CCC1, CCO, Cl. As a reaction SMILES: [Br:1][c:2]1[cH:3][c:4]([CH:9]2[C:10]3=[C:11]([NH:12][C:13]4=[C:18]2[C:17](=[O:19])[CH2:16][N:15]([C:20]([O:21][CH:22]=[CH2:23])=[O:24])[CH2:14]4)[CH2:25][CH2:26][CH2:27][S:28]3(=[O:29])=[O:30])[cH:5][cH:6][c:7]1[F:8].[CH2:32]([OH:33])[CH3:34].[ClH:31]>>[Br:1][c:2]1[cH:3][c:4]([CH:9]2[C:10]3=[C:11]([NH:12][C:13]4=[C:18]2[C:17](=[O:19])[CH2:16][NH:15][CH2:14]4)[CH2:25][CH2:26][CH2:27][S:28]3(=[O:29])=[O:30])[cH:5][cH:6][c:7]1[F:8].[ClH:31]. The product is O=C1CNCC2=C1C(c1ccc(F)c(Br)c1)C1=C(CCCS1(=O)=O)N2, Cl. The reactants are O1CCOCC1 (1,4-dioxane), IC1=C2C=CN(C(C2=CC=C1)=O)[C@H](C(=O)N)C ((S)-2-(5-iodo-1-oxoisoquinolin-2(1H)-yl)propanamide), C12(CC3CC(CC(C1)C3)C2)CN (1-adamantanemethylamine), N12CCCCCC2=NCCC1 (1,8-diazabicyclo[5.4.0]undec-7-ene). The reagents and catalysts are [C-]#[O+].[C-]#[O+].[C-]#[O+].[C-]#[O+].[C-]#[O+].[C-]#[O+].[Mo] (molybdenum hexacarbonyl), C(C)(=O)[O-].[Pd+2].C(C)(=O)[O-] (palladium acetate). Run at temperature 110 celsius. The product is C12(CC3CC(CC(C1)C3)C2)CNC(=O)C=2C=3C=CN(C(C3C=CC2)=O)[C@@H](C)C(N)=O (2-((S)-1-Carbamoyl-ethyl)-1-oxo-1,2-dihydro-isoquinoline-5-carboxylic acid (adamantan-1-ylmethyl)-amide). As a reaction SMILES: I[C:2]1[CH:11]=[CH:10][CH:9]=[C:8]2[C:3]=1[CH:4]=[CH:5][N:6]([C@@H:13]([CH3:17])[C:14]([NH2:16])=[O:15])[C:7]2=[O:12].[C:18]12([CH2:28][NH2:29])[CH2:27][CH:22]3[CH2:23][CH:24]([CH2:26][CH:20]([CH2:21]3)[CH2:19]1)[CH2:25]2.N12CCCN=C1CCCCC2.[O:41]1CCOC[CH2:42]1>[C-]#[O+].[C-]#[O+].[C-]#[O+].[C-]#[O+].[C-]#[O+].[C-]#[O+].[Mo].C([O-])(=O)C.[Pd+2].C([O-])(=O)C>[C:18]12([CH2:28][NH:29][C:42]([C:2]3[C:3]4[CH:4]=[CH:5][N:6]([C@H:13]([C:14](=[O:15])[NH2:16])[CH3:17])[C:7](=[O:12])[C:8]=4[CH:9]=[CH:10][CH:11]=3)=[O:41])[CH2:25][CH:24]3[CH2:23][CH:22]([CH2:21][CH:20]([CH2:26]3)[CH2:19]1)[CH2:27]2 |f:4.5.6.7.8.9.10,11.12.13|. Procedure details: A 5-mL process vial was charged with (S)-2-(5-iodo-1-oxoisoquinolin-2(1H)-yl)propanamide (90 mg, 0.0003 mol), 1-adamantanemethylamine (90 mg, 0.0005 mol), molybdenum hexacarbonyl (90 mg, 0.0004 mol), palladium acetate (8 mg, 0.00004 mol), 1,8-diazabicyclo[5.4.0]undec-7-ene (80 mg, 0.0005 mol); and 1,4-dioxane (2 mL, 0.02 mol). The vessel was sealed under air and exposed to microwave heating for 15 min at 110° C. The reaction tube was thereafter cooled to room temperature, and the mixture was con...